describe an organic reaction: reactants, conditions, products, and yield From a dataset of the Open Reaction Database (ORD), a public repository of structured organic reaction records. Starting materials: C1CCOC1, CO, COC(=O)Cc1c(C)n(Cc2ccc(S(C)(=O)=O)cc2)c2nccc(Cl)c12, [Na+], [OH-]. Product: Cc1c(CC(=O)O)c2c(Cl)ccnc2n1Cc1ccc(S(C)(=O)=O)cc1. As a reaction SMILES: [CH2:30]1[O:31][CH2:32][CH2:33][CH2:34]1.[CH3:35][OH:36].[CH3:3][O:4][C:5]([CH2:6][c:7]1[c:8]([CH3:28])[n:9]([CH2:17][c:18]2[cH:19][cH:20][c:21]([S:24](=[O:25])(=[O:26])[CH3:27])[cH:22][cH:23]2)[c:10]2[n:11][cH:12][cH:13][c:14]([Cl:16])[c:15]12)=[O:29].[Na+:2].[OH-:1]>>[O:4]=[C:5]([CH2:6][c:7]1[c:8]([CH3:28])[n:9]([CH2:17][c:18]2[cH:19][cH:20][c:21]([S:24](=[O:25])(=[O:26])[CH3:27])[cH:22][cH:23]2)[c:10]2[n:11][cH:12][cH:13][c:14]([Cl:16])[c:15]12)[OH:29]. The reactants are C(C1=CC=CC=C1)(=O)Cl (benzoyl chloride), NCCCN1CCN(CC1)C(C1=CC=CC=C1)C1=CC=CC=C1 (1-(3-aminopropyl)-4-benzhydrylpiperazine), Cl (hydrochloric acid). Run in C(Cl)(Cl)Cl (chloroform), N1=CC=CC=C1 (pyridine), C(Cl)(Cl)Cl (chloroform). Reaction conditions: time 1.5 hour. Product: Cl.Cl.C(C1=CC=CC=C1)(=O)NCCCN1CCN(CC1)C(C1=CC=CC=C1)C1=CC=CC=C1 (1-(3-benzoylaminopropyl)-4-benzhydrylpiperazine dihydrochloride). RXN SMILES: [NH2:1][CH2:2][CH2:3][CH2:4][N:5]1[CH2:10][CH2:9][N:8]([CH:11]([C:18]2[CH:23]=[CH:22][CH:21]=[CH:20][CH:19]=2)[C:12]2[CH:17]=[CH:16][CH:15]=[CH:14][CH:13]=2)[CH2:7][CH2:6]1.[C:24]([Cl:32])(=[O:31])[C:25]1[CH:30]=[CH:29][CH:28]=[CH:27][CH:26]=1.[ClH:33]>N1C=CC=CC=1.C(Cl)(Cl)Cl>[ClH:32].[ClH:33].[C:24]([NH:1][CH2:2][CH2:3][CH2:4][N:5]1[CH2:6][CH2:7][N:8]([CH:11]([C:18]2[CH:23]=[CH:22][CH:21]=[CH:20][CH:19]=2)[C:12]2[CH:13]=[CH:14][CH:15]=[CH:16][CH:17]=2)[CH2:9][CH2:10]1)(=[O:31])[C:25]1[CH:30]=[CH:29][CH:28]=[CH:27][CH:26]=1 |f:5.6.7|. Procedure: To a solution of 1-(3-aminopropyl)-4-benzhydrylpiperazine (1.2 g) in a mixture of pyridine (2 ml) and chloroform (15 ml) was dropwise added a solution of benzoyl chloride (0.55 ml) in chloroform (3 ml) at ambient temperature with stirring, which was continued for 1.5 hours. The reaction mixture was washed successively with aqueous sodium bicarbonate and water. The chloroform layer was separated, dried and evaporated in vacuo to give an oil. According to a conventional manner, the oil was convert... The reactants are C(#N)C=C(C)C1=CC=C(C=C1)OC (1-Cyano-2-(p-methoxyphenyl)-1-propene). Reagents/catalysts: [Pd] (palladium on carbon). Run in C(C)O (ethanol). The product is C(#N)CC(C)C1=CC=C(C=C1)OC (1-Cyano-2-(p-methoxyphenyl)-n-propane). As a reaction SMILES: [C:1]([CH:3]=[C:4]([C:6]1[CH:11]=[CH:10][C:9]([O:12][CH3:13])=[CH:8][CH:7]=1)[CH3:5])#[N:2]>[Pd].C(O)C>[C:1]([CH2:3][CH:4]([C:6]1[CH:7]=[CH:8][C:9]([O:12][CH3:13])=[CH:10][CH:11]=1)[CH3:5])#[N:2]. Procedure: A suspension of the 1-cyano compound of Step 1. (53.2 g) and 5% palladium on carbon (5.3 g) in ethanol (530 ml) is stirred under an atmosphere of H2 for four hours. The reaction mixture is filtered, and the filtrate evaporated in vacuo affording the crude product as an oil. The reactants are CC(=O)OC(C)=O, Cc1ccnc(Nc2cccc(-c3cnc(C(C)N)s3)n2)c1, c1ccncc1. Yields the product CC(=O)NC(C)c1ncc(-c2cccc(Nc3cc(C)ccn3)n2)s1. Reaction SMILES: [CH3:1][C:2]([O:3][C:5]([CH3:6])=[O:7])=[O:4].[CH3:8][c:9]1[cH:10][c:11]([NH:15][c:16]2[cH:17][cH:18][cH:19][c:20](-[c:22]3[cH:23][n:24][c:25]([CH:27]([CH3:28])[NH2:29])[s:26]3)[n:21]2)[n:12][cH:13][cH:14]1.[cH:30]1[cH:31][cH:32][n:33][cH:34][cH:35]1>>[C:5]([CH3:6])(=[O:7])[NH:29][CH:27]([c:25]1[n:24][cH:23][c:22](-[c:20]2[cH:19][cH:18][cH:17][c:16]([NH:15][c:11]3[cH:10][c:9]([CH3:8])[cH:14][cH:13][n:12]3)[n:21]2)[s:26]1)[CH3:28]. The reactants are CCN(C(C)C)C(C)C, CC(Oc1c(N)ncc2c(C3=CCNCC3)coc12)c1c(Cl)ccc(F)c1Cl, O=C=Nc1ccccc1, CN(C)C=O. Yields the product CC(Oc1c(N)ncc2c(C3=CCN(C(=O)Nc4ccccc4)CC3)coc12)c1c(Cl)ccc(F)c1Cl. Reaction SMILES: [CH:38]([N:39]([CH2:40][CH3:41])[CH:42]([CH3:43])[CH3:44])([CH3:45])[CH3:46].[Cl:1][c:2]1[c:3]([CH:10]([CH3:11])[O:12][c:13]2[c:14]3[c:15]([cH:16][n:17][c:18]2[NH2:19])[c:20]([C:23]2=[CH:28][CH2:27][NH:26][CH2:25][CH2:24]2)[cH:21][o:22]3)[c:4]([Cl:9])[cH:5][cH:6][c:7]1[F:8].[O:29]=[C:30]=[N:31][c:32]1[cH:33][cH:34][cH:35][cH:36][cH:37]1.[O:47]=[CH:48][N:49]([CH3:50])[CH3:51]>>[Cl:1][c:2]1[c:3]([CH:10]([CH3:11])[O:12][c:13]2[c:14]3[c:15]([cH:16][n:17][c:18]2[NH2:19])[c:20]([C:23]2=[CH:28][CH2:27][N:26]([C:30](=[O:29])[NH:31][c:32]4[cH:33][cH:34][cH:35][cH:36][cH:37]4)[CH2:25][CH2:24]2)[cH:21][o:22]3)[c:4]([Cl:9])[cH:5][cH:6][c:7]1[F:8]. The reactants are CC[Si](CC)(CC)OC(C)(C)CC=CBr, CC(=O)SCC1=CCC2C3=CC=C4CC(O[Si](C)(C)C(C)(C)C)CC(O[Si](C)(C)C(C)(C)C)C4(C)C3CCC12C, CO, [K+], C1CCOC1, [OH-]. Product: CC[Si](CC)(CC)OC(C)(C)CC=CSCC1=CCC2C3=CC=C4CC(O[Si](C)(C)C(C)(C)C)CC(O[Si](C)(C)C(C)(C)C)C4(C)C3CCC12C. As a reaction SMILES: [Br:41][CH:42]=[CH:43][CH2:44][C:45]([CH3:46])([CH3:47])[O:48][Si:49]([CH2:50][CH3:51])([CH2:52][CH3:53])[CH2:54][CH3:55].[C:1](=[O:2])([CH3:3])[S:4][CH2:5][C:6]1=[CH:11][CH2:10][CH:9]2[C:7]1([CH3:8])[CH2:24][CH2:23][CH:22]1[C:12]2=[CH:13][CH:14]=[C:15]2[CH2:16][CH:17]([O:33][Si:34]([CH3:35])([CH3:36])[C:37]([CH3:38])([CH3:39])[CH3:40])[CH2:18][CH:19]([O:25][Si:26]([CH3:27])([CH3:28])[C:29]([CH3:30])([CH3:31])[CH3:32])[C:20]21[CH3:21].[CH3:56][OH:57].[K+:59].[O:60]1[CH2:61][CH2:62][CH2:63][CH2:64]1.[OH-:58]>>[S:4]([CH2:5][C:6]1=[CH:11][CH2:10][CH:9]2[C:7]1([CH3:8])[CH2:24][CH2:23][CH:22]1[C:12]2=[CH:13][CH:14]=[C:15]2[CH2:16][CH:17]([O:33][Si:34]([CH3:35])([CH3:36])[C:37]([CH3:38])([CH3:39])[CH3:40])[CH2:18][CH:19]([O:25][Si:26]([CH3:27])([CH3:28])[C:29]([CH3:30])([CH3:31])[CH3:32])[C:20]21[CH3:21])[CH:42]=[CH:43][CH2:44][C:45]([CH3:46])([CH3:47])[O:48][Si:49]([CH2:50][CH3:51])([CH2:52][CH3:53])[CH2:54][CH3:55]. Starting materials: stainless steel, methyl ester, FC(C(=O)O)(C(C(C(F)(F)F)(F)F)(F)F)F (perfluorovaleric acid), [Si](=O)=O (silicon dioxide), [F-].[K+] (potassium fluoride). Reagents/catalysts: catalyst. Run at temperature 265 celsius. Product: FC(C(=C(C(F)(F)F)F)F)(F)F (perfluoro-2-butene). Reaction SMILES: [Si](=O)=O.[F-:4].[K+].[F:6][C:7]([F:21])([C:11]([F:20])(F)[C:12]([F:18])(F)[C:13]([F:16])([F:15])[F:14])C(O)=O>>[F:4][C:7]([F:6])([F:21])[C:11]([F:20])=[C:12]([F:18])[C:13]([F:14])([F:15])[F:16] |f:1.2|. Procedure: A 0.3 dm3-capacity tubular reactor made from stainless steel, provided with electric heating, with a thermocouple sheath, with pipes for feeding the starting components and discharging the reaction products, is charged with about 0.23 dm3 of a catalyst which is silicon dioxide promoted with potassium fluoride in an amount of 35 wt. %. The catalyst is heated in a stream of dry nitrogen with a gradual temperature increase from 180 to 350° C. for four hours. Then the temperature is lowered to 240° ... Conditions: time 1 hour. Procedure details: The sulfide 7A (900 mg, 1.63 mmol) was dissolved in chloroform (25 ml), cooled in an ice bath and m-chloroperbenzoic acid (300 mg, 57 to 80%, about 1 equiv) was added in small portions over 15 min. After 1 hr., the reaction was washed with 10% aqueous NaHSO3 solution, sat. aq. NaHCO3 solution (three times) and dried (Na2SO4). Removal of the solvent afforded 7B (740 mg, 90%) as a foam. Analytical HPLC retention time=1.99 min. (YMC Xterra S7 C18, 3.0×50 mm column, 10–90% aqueous methanol over 2 mi... Reactants: ClC=1C=C(C=CC1OCC1=CC(=CC=C1)F)NC1=NC=NN2C1=C(C=C2)CSC2=CC=CC=C2 ([3-chloro-4-(3-fluoro-benzyloxy)-phenyl]-(5-phenylsulfanylmethyl-pyrrolo[2,1-f][1,2,4]triazin-4-yl)-amine), ClC1=CC(=CC=C1)C(=O)OO (m-chloroperbenzoic acid). Yield: 89.5%. RXN SMILES: [Cl:1][C:2]1[CH:3]=[C:4]([NH:17][C:18]2[C:23]3=[C:24]([CH2:27][S:28][C:29]4[CH:34]=[CH:33][CH:32]=[CH:31][CH:30]=4)[CH:25]=[CH:26][N:22]3[N:21]=[CH:20][N:19]=2)[CH:5]=[CH:6][C:7]=1[O:8][CH2:9][C:10]1[CH:15]=[CH:14][CH:13]=[C:12]([F:16])[CH:11]=1.ClC1C=CC=C(C(OO)=[O:43])C=1>C(Cl)(Cl)Cl>[C:29]1([S:28]([CH2:27][C:24]2[CH:25]=[CH:26][N:22]3[C:23]=2[C:18]([NH:17][C:4]2[CH:5]=[CH:6][C:7]([O:8][CH2:9][C:10]4[CH:15]=[CH:14][CH:13]=[C:12]([F:16])[CH:11]=4)=[C:2]([Cl:1])[CH:3]=2)=[N:19][CH:20]=[N:21]3)=[O:43])[CH:30]=[CH:31][CH:32]=[CH:33][CH:34]=1. Yields the product C1(=CC=CC=C1)S(=O)CC=1C=CN2N=CN=C(C21)NC2=CC(=C(C=C2)OCC2=CC(=CC=C2)F)Cl ((5-benzenesulfinylmethyl-pyrrolo[2,1-f][1,2,4]triazin-4-yl)-[3-chloro-4-(3-fluoro-benzyloxy)-phenyl]-amine). The solvent is C(Cl)(Cl)Cl (chloroform). Reactants: OCC1=[N+](C2=CC=CC=C2[N+](=C1C)[O-])[O-] (2-Hydroxymethyl-3-methylquinoxaline-1,4-dioxide), BrBr (bromine). The solvent is CO (methanol). Conditions: time 5 day. The product is BrCC1=[N+](C2=CC=CC=C2[N+](=C1CO)[O-])[O-] (2-bromomethyl-3-hydroxymethylquinoxaline-1,4-dioxide). As a reaction SMILES: [OH:1][CH2:2][C:3]1[C:12]([CH3:13])=[N+:11]([O-:14])[C:10]2[C:5](=[CH:6][CH:7]=[CH:8][CH:9]=2)[N+:4]=1[O-:15].[Br:16]Br>CO>[Br:16][CH2:13][C:12]1[C:3]([CH2:2][OH:1])=[N+:4]([O-:15])[C:5]2[C:10](=[CH:9][CH:8]=[CH:7][CH:6]=2)[N+:11]=1[O-:14]. Procedure details: 2-Hydroxymethyl-3-methylquinoxaline-1,4-dioxide (1 mole) was suspended in 5 liters of methanol and stirred while bromine (1.06 moles) was added dropwise over 1.5 hours. The reaction mixture was stirred for 5 days. The product was collected by filtration and washed with 1 liter of ether/400 ml methanol and then with 1 liter of ether. Yield, 175 grams (61%); m.p. 149°-150° C. Reactants: BrC(C(=O)N)C (2-Bromo-propionamide), C([O-])([O-])=O.[Cs+].[Cs+] (cesium carbonate), C(C)#N (acetonitrile), Cl.COC=1C=C(C=CC1[N+](=O)[O-])C=1CCNCC1 (4-(3-Methoxy-4-nitro-phenyl)-1,2,3,6-tetrahydro-pyridine hydrochloride), Cl (HCl). Yields the product COC=1C=C(C=CC1[N+](=O)[O-])C=1CCN(CC1)C(C(=O)N)C (2-[4-(3-Methoxy-4-nitro-phenyl)-3,6-dihydro-2H-pyridin-1-yl]-propionamide), gum. The yield is 25.0%. RXN SMILES: Cl.[CH3:2][O:3][C:4]1[CH:5]=[C:6]([C:13]2[CH2:14][CH2:15][NH:16][CH2:17][CH:18]=2)[CH:7]=[CH:8][C:9]=1[N+:10]([O-:12])=[O:11].Cl.Br[CH:21]([CH3:25])[C:22]([NH2:24])=[O:23].C(=O)([O-])[O-].[Cs+].[Cs+].C(#N)C>>[CH3:2][O:3][C:4]1[CH:5]=[C:6]([C:13]2[CH2:18][CH2:17][N:16]([CH:21]([CH3:25])[C:22]([NH2:24])=[O:23])[CH2:15][CH:14]=2)[CH:7]=[CH:8][C:9]=1[N+:10]([O-:12])=[O:11] |f:0.1,4.5.6|. Procedure: A mixture of 4-(3-Methoxy-4-nitro-phenyl)-1,2,3,6-tetrahydro-pyridine hydrochloride (364 mg, 1.34 mmol) (generated by 4N HCl treatment of the of BOC precursor, 450 mg, for 1 h), 2-Bromo-propionamide (204 mg, 1.34 mmol), and cesium carbonate (1095 mg, 3.362 mmol) in acetonitrile (10 mL, 200 mmol) was stirred overnight at reflux. The mixture was cooled to RT and was filtered through a pad of celite. After solvent evaporation and flash chromatography (ISCO, EtOAC: MeOH 98:3), the product, 2-[4-(3-M...